From a dataset of the Open Reaction Database (ORD), a public repository of structured organic reaction records. describe an organic reaction: reactants, conditions, products, and yield The reactants are CO (methanol), COC1=CC2=C(C=CC(O2)=O)C=C1OCC1OC1 (7-methoxy-6-(oxiranylmethoxy)-2H-1-benzopyran-2-one), Cl (Hydrochloride), FC1=CC=C(C=C1)C(C1CCNCC1)(O)C1=CC=C(C=C1)F (4-[bis(4-fluorophenyl)hydroxymethyl]piperidine). Solvent: C(Cl)(Cl)Cl (chloroform), C(C)O (ethanol), C(C)(C)O (isopropanol). Product: FC1=CC=C(C=C1)C(C1CCN(CC1)CC(COC=1C(=CC2=C(C=CC(O2)=O)C1)OC)O)(O)C1=CC=C(C=C1)F ((±)-6-{3-[4-(bis(4-fluorophenyl)hydroxymethyl)-1-piperidinyl]-2-hydroxypropoxy}-7-methoxy-2H-1-benzopyran-2-one). The yield is 45.0%. RXN SMILES: [CH3:1][O:2][C:3]1[C:13]([O:14][CH2:15][CH:16]2[CH2:18][O:17]2)=[CH:12][C:6]2[CH:7]=[CH:8][C:9](=[O:11])[O:10][C:5]=2[CH:4]=1.[F:19][C:20]1[CH:25]=[CH:24][C:23]([C:26]([C:34]2[CH:39]=[CH:38][C:37]([F:40])=[CH:36][CH:35]=2)([OH:33])[CH:27]2[CH2:32][CH2:31][NH:30][CH2:29][CH2:28]2)=[CH:22][CH:21]=1.CO.Cl>C(O)C.C(O)(C)C.C(Cl)(Cl)Cl>[F:19][C:20]1[CH:25]=[CH:24][C:23]([C:26]([C:34]2[CH:35]=[CH:36][C:37]([F:40])=[CH:38][CH:39]=2)([OH:33])[CH:27]2[CH2:28][CH2:29][N:30]([CH2:18][CH:16]([OH:17])[CH2:15][O:14][C:13]3[C:3]([O:2][CH3:1])=[CH:4][C:5]4[O:10][C:9](=[O:11])[CH:8]=[CH:7][C:6]=4[CH:12]=3)[CH2:31][CH2:32]2)=[CH:22][CH:21]=1. Reported procedure: Method C (5 d at 45° C.); starting materials: 7-methoxy-6-(oxiranylmethoxy)-2H-1-benzopyran-2-one and 4-[bis(4-fluorophenyl)hydroxymethyl]piperidine; yield 45%; fusion point 220°-221° C. (from methanol and chloroform). Hydrochloride: method G; yield 99%; fusion point 172°-174° C. (from isopropanol and ethanol).